From a dataset of the Open Reaction Database (ORD), a public repository of structured organic reaction records. describe an organic reaction: reactants, conditions, products, and yield Starting materials: CS(=O)(=O)O, CO, CC1(C)CN(C2CC3(C)C(CCC4C5CCC(C(=O)CO)C5(C)CC(=O)C43)CC2O)CCO1. Product: CS(=O)(=O)[O-], CC1(C)CN(C2CC3(C)C(CCC4C5CCC(C(=O)CO)C5(C)CC(=O)C43)CC2O)CCO1. Reaction SMILES: [CH3:1][S:2]([OH:3])(=[O:4])=[O:5].[CH3:39][OH:40].[OH:6][CH:7]1[CH2:8][CH:9]2[CH2:10][CH2:11][CH:12]3[CH:13]4[CH2:14][CH2:15][CH:16]([C:17]([CH2:18][OH:19])=[O:20])[C:21]4([CH3:38])[CH2:22][C:23](=[O:37])[CH:24]3[C:25]2([CH3:36])[CH2:26][CH:27]1[N:28]1[CH2:29][C:30]([CH3:34])([CH3:35])[O:31][CH2:32][CH2:33]1>>[CH3:1][S:2](=[O:3])(=[O:4])[O-:5].[OH:6][CH:7]1[CH2:8][CH:9]2[CH2:10][CH2:11][CH:12]3[CH:13]4[CH2:14][CH2:15][CH:16]([C:17]([CH2:18][OH:19])=[O:20])[C:21]4([CH3:38])[CH2:22][C:23](=[O:37])[CH:24]3[C:25]2([CH3:36])[CH2:26][CH:27]1[N:28]1[CH2:29][C:30]([CH3:34])([CH3:35])[O:31][CH2:32][CH2:33]1. Starting materials: ClC=1C(=C(C=CC1)[C@H]1[C@@H](N[C@H]([C@]1(C#N)C1=C(C=C(C=C1)Cl)F)CC(C)(C)C)C(=O)NC1=CC(=C(C(=O)OC)C=C1OC)F)F (methyl 4-((2R,3S,4R,5S)-3-(3-chloro-2-fluorophenyl)-4-(4-chloro-2-fluorophenyl)-4-cyano-5-neopentylpyrrolidine-2-carboxamido)-2-fluoro-5-methoxybenzoate), C1CCOC1 (THF), [OH-].[Na+] (NaOH). Run in CO (MeOH). Conditions: temperature 40 celsius, time 2 hour. The product is ClC1=CC(=C(C=C1)[C@@]1([C@H]([C@@H](N[C@H]1CC(C)(C)C)C(=O)NC1=CC(=C(C(=O)O)C=C1OC)F)C1=C(C(=CC=C1)Cl)F)C#N)F (4-{[(2R,3S,4R,5S)-4-(4-Chloro-2-fluoro-phenyl)-3-(3-chloro-2-fluoro-phenyl)-4-cyano-5-(2,2-dimethyl-propyl)-pyrrolidine-2-carbonyl]-amino}-2-fluoro-5-methoxy-benzoic acid). RXN SMILES: [Cl:1][C:2]1[C:3]([F:44])=[C:4]([C@@H:8]2[C@:12]([C:15]3[CH:20]=[CH:19][C:18]([Cl:21])=[CH:17][C:16]=3[F:22])([C:13]#[N:14])[C@H:11]([CH2:23][C:24]([CH3:27])([CH3:26])[CH3:25])[NH:10][C@H:9]2[C:28]([NH:30][C:31]2[C:40]([O:41][CH3:42])=[CH:39][C:34]([C:35]([O:37]C)=[O:36])=[C:33]([F:43])[CH:32]=2)=[O:29])[CH:5]=[CH:6][CH:7]=1.C1COCC1.[OH-].[Na+]>CO>[Cl:21][C:18]1[CH:19]=[CH:20][C:15]([C@@:12]2([C:13]#[N:14])[C@H:11]([CH2:23][C:24]([CH3:26])([CH3:25])[CH3:27])[NH:10][C@@H:9]([C:28]([NH:30][C:31]3[C:40]([O:41][CH3:42])=[CH:39][C:34]([C:35]([OH:37])=[O:36])=[C:33]([F:43])[CH:32]=3)=[O:29])[C@@H:8]2[C:4]2[CH:5]=[CH:6][CH:7]=[C:2]([Cl:1])[C:3]=2[F:44])=[C:16]([F:22])[CH:17]=1 |f:2.3|. Procedure: In a 25 mL round-bottomed flask, methyl 4-((2R,3S,4R,5S)-3-(3-chloro-2-fluorophenyl)-4-(4-chloro-2-fluorophenyl)-4-cyano-5-neopentylpyrrolidine-2-carboxamido)-2-fluoro-5-methoxybenzoate (80 mg, 123 μmol, Eq: 1.00) was combined with THF (2 ml) and MeOH (4 ml) at 45° C. to give a colorless solution. 1 N NaOH (0.5 ml, 1.00 mmol, Eq: 8.11) was added. The reaction mixture was stirred at 40° C. for 2 hr. Reactants: COc1cc(Cl)nc(SCc2cccc(F)c2F)n1, NS(=O)(=O)N1CCS(=O)(=O)CC1. The product is COc1cc(NS(=O)(=O)N2CCS(=O)(=O)CC2)nc(SCc2cccc(F)c2F)n1. As a reaction SMILES: [Cl:13][c:14]1[n:15][c:16]([S:22][CH2:23][c:24]2[c:25]([F:31])[c:26]([F:30])[cH:27][cH:28][cH:29]2)[n:17][c:18]([O:20][CH3:21])[cH:19]1.[O:1]=[S:2]1(=[O:12])[CH2:3][CH2:4][N:5]([S:8](=[O:9])(=[O:10])[NH2:11])[CH2:6][CH2:7]1>>[O:1]=[S:2]1(=[O:12])[CH2:3][CH2:4][N:5]([S:8](=[O:9])(=[O:10])[NH:11][c:14]2[n:15][c:16]([S:22][CH2:23][c:24]3[c:25]([F:31])[c:26]([F:30])[cH:27][cH:28][cH:29]3)[n:17][c:18]([O:20][CH3:21])[cH:19]2)[CH2:6][CH2:7]1. Reactants: F[B-](F)(F)F, CCN(C(C)C)C(C)C, C1CCOC1, CN1CCN(C2CCNCC2)CC1, [K+], [K+], O=C([O-])[O-], O=C(O)C(Cc1ccc2c(c1)CCCC2)NC(=O)N1CCC(N2CCc3ccccc3NC2=O)CC1, CN(C)C(On1nnc2ccccc21)=[N+](C)C. Product: CN1CCN(C2CCN(C(=O)C(Cc3ccc4c(c3)CCCC4)NC(=O)N3CCC(N4CCc5ccccc5NC4=O)CC3)CC2)CC1. Reaction SMILES: [B-:37]([F:38])([F:39])([F:40])[F:41].[CH2:59]([N:60]([CH:61]([CH3:62])[CH3:63])[CH:64]([CH3:65])[CH3:66])[CH3:67].[CH2:87]1[O:88][CH2:89][CH2:90][CH2:91]1.[CH3:68][N:69]1[CH2:70][CH2:71][N:72]([CH:75]2[CH2:76][CH2:77][NH:78][CH2:79][CH2:80]2)[CH2:73][CH2:74]1.[K+:81].[K+:82].[O-:83][C:84]([O-:85])=[O:86].[O:1]=[C:2]1[NH:3][c:4]2[c:5]([cH:33][cH:34][cH:35][cH:36]2)[CH2:6][CH2:7][N:8]1[CH:9]1[CH2:10][CH2:11][N:12]([C:15](=[O:16])[NH:17][CH:18]([C:19](=[O:20])[OH:21])[CH2:22][c:23]2[cH:24][c:25]3[c:30]([cH:31][cH:32]2)[CH2:29][CH2:28][CH2:27][CH2:26]3)[CH2:13][CH2:14]1.[n:42]1([O:43][C:44]([N:45]([CH3:46])[CH3:47])=[N+:48]([CH3:49])[CH3:50])[c:51]2[cH:52][cH:53][cH:54][cH:55][c:56]2[n:57][n:58]1>>[O:1]=[C:2]1[NH:3][c:4]2[c:5]([cH:33][cH:34][cH:35][cH:36]2)[CH2:6][CH2:7][N:8]1[CH:9]1[CH2:10][CH2:11][N:12]([C:15](=[O:16])[NH:17][CH:18]([C:19](=[O:20])[N:78]2[CH2:77][CH2:76][CH:75]([N:72]3[CH2:71][CH2:70][N:69]([CH3:68])[CH2:74][CH2:73]3)[CH2:80][CH2:79]2)[CH2:22][c:23]2[cH:24][c:25]3[c:30]([cH:31][cH:32]2)[CH2:29][CH2:28][CH2:27][CH2:26]3)[CH2:13][CH2:14]1.